Dataset: the Open Reaction Database (ORD), a public repository of structured organic reaction records. Task: describe an organic reaction: reactants, conditions, products, and yield Reactants: N#Cc1ccc(OCCBr)cc1, CC#N, CC(C)(C)OC(=O)N1CC2CNCC(C2)C1. Yields the product CC(C)(C)OC(=O)N1CC2CC(CN(CCOc3ccc(C#N)cc3)C2)C1. RXN SMILES: [Br:17][CH2:18][CH2:19][O:20][c:21]1[cH:22][cH:23][c:24]([C:25]#[N:26])[cH:27][cH:28]1.[CH3:29][C:30]#[N:31].[CH:1]12[CH2:2][N:3]([C:10](=[O:11])[O:12][C:13]([CH3:14])([CH3:15])[CH3:16])[CH2:4][CH:5]([CH2:6][NH:7][CH2:8]1)[CH2:9]2>>[CH:1]12[CH2:2][N:3]([C:10](=[O:11])[O:12][C:13]([CH3:14])([CH3:15])[CH3:16])[CH2:4][CH:5]([CH2:6][N:7]([CH2:18][CH2:19][O:20][c:21]3[cH:22][cH:23][c:24]([C:25]#[N:26])[cH:27][cH:28]3)[CH2:8]1)[CH2:9]2. Reactants: C[O-], CCO, O=C(O)c1cn(C2CC2)c2c(F)c(N3CCNCC3)c(F)cc2c1=O, [Na+], [Na]. Product: COc1c(N2CCNCC2)c(F)cc2c(=O)c(C(=O)O)cn(C3CC3)c12. Reaction SMILES: [CH3:1][O-:2].[CH3:30][CH2:31][OH:32].[CH:5]1([n:8]2[cH:9][c:10]([C:27](=[O:28])[OH:29])[c:11](=[O:26])[c:12]3[cH:13][c:14]([F:25])[c:15]([N:19]4[CH2:20][CH2:21][NH:22][CH2:23][CH2:24]4)[c:16]([F:18])[c:17]23)[CH2:6][CH2:7]1.[Na+:3].[Na:4]>>[CH3:1][O:2][c:16]1[c:15]([N:19]2[CH2:20][CH2:21][NH:22][CH2:23][CH2:24]2)[c:14]([F:25])[cH:13][c:12]2[c:11](=[O:26])[c:10]([C:27](=[O:28])[OH:29])[cH:9][n:8]([CH:5]3[CH2:6][CH2:7]3)[c:17]21.